From a dataset of the Open Reaction Database (ORD), a public repository of structured organic reaction records. describe an organic reaction: reactants, conditions, products, and yield Starting materials: ClC(Cl)Cl, O=C(OO)c1cccc(Cl)c1, O=C(Nc1ccncc1)c1ccc(OC(F)F)c2oc3ccccc3c12. The product is O=C(c1ccc(OC(F)F)c2oc3ccccc3c12)[NH+]([O-])c1ccncc1. RXN SMILES: [CH:38]([Cl:39])([Cl:40])[Cl:41].[Cl:27][c:28]1[cH:29][cH:30][cH:31][c:32]([C:33]([O:34][OH:36])=[O:35])[cH:37]1.[n:1]1[cH:2][cH:3][c:4]([NH:7][C:8](=[O:9])[c:10]2[cH:11][cH:12][c:13]([O:23][CH:24]([F:25])[F:26])[c:14]3[o:15][c:16]4[c:17]([c:18]23)[cH:19][cH:20][cH:21][cH:22]4)[cH:5][cH:6]1>>[n:1]1[cH:2][cH:3][c:4]([NH+:7]([C:8](=[O:9])[c:10]2[cH:11][cH:12][c:13]([O:23][CH:24]([F:25])[F:26])[c:14]3[o:15][c:16]4[c:17]([c:18]23)[cH:19][cH:20][cH:21][cH:22]4)[O-:35])[cH:5][cH:6]1.